From a dataset of the Open Reaction Database (ORD), a public repository of structured organic reaction records. describe an organic reaction: reactants, conditions, products, and yield Reactants: CS(=O)(=O)OC1=C(C=C(C(=C1)CC)Cl)[N+](=O)[O-] (4-chloro-5-ethyl-2-nitrophenyl methanesulfonate). The reagents and catalysts are [Pd] (palladium/carbon). Run in C(C)O (ethanol). Conditions: time 4 hour. Yields the product CS(=O)(=O)OC1=C(C=CC(=C1)CC)N (2-Amino-5-ethylphenyl methanesulfonate). Isolated yield 48.7%. RXN SMILES: [CH3:1][S:2]([O:5][C:6]1[CH:11]=[C:10]([CH2:12][CH3:13])[C:9](Cl)=[CH:8][C:7]=1[N+:15]([O-])=O)(=[O:4])=[O:3]>C(O)C.[Pd]>[CH3:1][S:2]([O:5][C:6]1[CH:11]=[C:10]([CH2:12][CH3:13])[CH:9]=[CH:8][C:7]=1[NH2:15])(=[O:4])=[O:3]. Procedure: 200 mg of 4-chloro-5-ethyl-2-nitrophenyl methanesulfonate was dissolved in 4 ml of ethanol, and 200 mg of 10% palladium/carbon was added and stirred under hydrogen atmosphere at room temperature for 4 hours. After the insoluble matter was filtered off, the solvent was distilled off under reduced pressure to yield 74.9 mg of the title compound. Reactants: CN1CCN(CC1)C1=NC=CC(=C1)CC(=O)OC (methyl 2-(2-(4-methylpiperazin-1-yl)pyridin-4-yl)acetate), steel, N (ammonia). The product is CN1CCN(CC1)C1=NC=CC(=C1)CC(=O)N (2-(2-(4-methylpiperazin-1-yl)pyridin-4-yl)acetamide). Yield: 31.0%. As a reaction SMILES: [CH3:1][N:2]1[CH2:7][CH2:6][N:5]([C:8]2[CH:13]=[C:12]([CH2:14][C:15]([O:17]C)=O)[CH:11]=[CH:10][N:9]=2)[CH2:4][CH2:3]1.[NH3:19]>>[CH3:1][N:2]1[CH2:7][CH2:6][N:5]([C:8]2[CH:13]=[C:12]([CH2:14][C:15]([NH2:19])=[O:17])[CH:11]=[CH:10][N:9]=2)[CH2:4][CH2:3]1. Procedure details: A solution of methyl 2-(2-(4-methylpiperazin-1-yl)pyridin-4-yl)acetate (750 mg, 2.81 mmol) in methanolic ammonia (10 ml) was heated in a steel bomb at 90° C. for 72 h. The reaction mixture was cooled to room temperature, concentrated and dried in vacuum to afford the crude product. Purification by triturating with diethyl ether afforded 370 mg (31%) of 2-(2-(4-methylpiperazin-1-yl)pyridin-4-yl)acetamide as a light brown color solid. Reactants: C(OC(C)(C)C)(OC1=CC(=C(C=C1)C(C)(C)C)O)=O (tert-butyl 4-tert-butyl-3-hydroxyphenyl carbonate), C([O-])([O-])=O.[K+].[K+] (potassium carbonate), C(C1=CC=CC=C1)Br (benzyl bromide). The solvent is CC(=O)C (acetone). Reaction conditions: temperature 65 celsius. Yields the product C(OC1=CC(=C(C=C1)C(C)(C)C)OCC1=CC=CC=C1)(OC(C)(C)C)=O (3-(Benzyloxy)-4-tert-butylphenyl tert-butyl carbonate). Yield: 96.2%. RXN SMILES: [C:1](=[O:19])([O:7][C:8]1[CH:13]=[CH:12][C:11]([C:14]([CH3:17])([CH3:16])[CH3:15])=[C:10]([OH:18])[CH:9]=1)[O:2][C:3]([CH3:6])([CH3:5])[CH3:4].C(=O)([O-])[O-].[K+].[K+].[CH2:26](Br)[C:27]1[CH:32]=[CH:31][CH:30]=[CH:29][CH:28]=1>CC(C)=O>[C:1](=[O:19])([O:2][C:3]([CH3:6])([CH3:5])[CH3:4])[O:7][C:8]1[CH:13]=[CH:12][C:11]([C:14]([CH3:17])([CH3:16])[CH3:15])=[C:10]([O:18][CH2:26][C:27]2[CH:32]=[CH:31][CH:30]=[CH:29][CH:28]=2)[CH:9]=1 |f:1.2.3|. Procedure details: To an acetone (100 mL) solution of tert-butyl 4-tert-butyl-3-hydroxyphenyl carbonate (J. Org. Chem. 2001, 66, 3435) (5.5 g, 20.7 mmol) were added potassium carbonate (8.6 g, 63 mmol) and benzyl bromide (3.0 ml, 25.0 mmol). The stirred mixture was refluxed at 65° C. for 4 hours. The precipitate was filtered off and washed with acetone. The filtrate was concentrated under reduced pressure to give a residue, which was applied to a silica gel chromatography column and eluted with ethyl acetate/hexan... The reactants are COC(C1=C(C=C(C=C1)C)OCC)=O (2-ethoxy-4-methylbenzoic acid methyl ester), II (iodine). The reagents and catalysts are FC(S(=O)(=O)[O-])(F)F.[Ag+] (silver trifluoromethanesulfonate). Run in CO (methanol). The product is COC(C1=C(C=C(C(=C1)I)C)OCC)=O (5-iodo-2-ethoxy-4-methylbenzoic acid methyl ester). The yield is 95.3%. RXN SMILES: [CH3:1][O:2][C:3](=[O:14])[C:4]1[CH:9]=[CH:8][C:7]([CH3:10])=[CH:6][C:5]=1[O:11][CH2:12][CH3:13].[I:15]I>FC(F)(F)S([O-])(=O)=O.[Ag+].CO>[CH3:1][O:2][C:3](=[O:14])[C:4]1[CH:9]=[C:8]([I:15])[C:7]([CH3:10])=[CH:6][C:5]=1[O:11][CH2:12][CH3:13] |f:2.3|. Reported procedure: A methanol solution (12 ml) of 2-ethoxy-4-methylbenzoic acid methyl ester (1.1 g, 5.9 mmol) obtained in Step 2 above, silver trifluoromethanesulfonate (1.7 g, 6.6 mmol), and iodine (1.7 g, 6.6 mmol) was stirred at room temperature for 2.5 hours. The reaction solution was concentrated under reduced pressure. Ethyl acetate (100 ml) was added to the resulting residue. Insoluble material was separated by filtration, and washed with ethyl acetate (100 ml). The filtrate and washing solution were combi... Starting materials: COC(C1=C(C=CC(=C1)OC1=C(C=CC=C1)N)NC(CC)=O)=O (2-propionylamino-5-(2-amino-phenoxy)-benzoic methyl ester), aldehydes, COC(C1=C(C=CC(=C1)SC1=C(C=CC=C1)N)NC(CC)=O)=O (5-(2-amino-phenylsulfanyl)-2-propionylamino-benzoic acid methyl ester), boronic acids. The product is C(CC)(=O)NC1=C(C(=O)O)C=C(C=C1)OC1=C(C=CC=C1)NCCC (2-Propionylamino-5-(2-propylamino-phenoxy)-benzoic Acid). As a reaction SMILES: C[O:2][C:3](=[O:23])[C:4]1[CH:9]=[C:8]([O:10][C:11]2[CH:16]=[CH:15][CH:14]=[CH:13][C:12]=2[NH2:17])[CH:7]=[CH:6][C:5]=1[NH:18][C:19](=[O:22])[CH2:20][CH3:21].CO[C:26](=O)[C:27]1C=C(SC2C=CC=CC=2N)C=C[C:28]=1NC(=O)CC>>[C:19]([NH:18][C:5]1[CH:6]=[CH:7][C:8]([O:10][C:11]2[CH:16]=[CH:15][CH:14]=[CH:13][C:12]=2[NH:17][CH2:26][CH2:27][CH3:28])=[CH:9][C:4]=1[C:3]([OH:2])=[O:23])(=[O:22])[CH2:20][CH3:21]. Reported procedure: The following compounds were obtained by reacting the intermediate 2-propionylamino-5-(2-amino-phenoxy)-benzoic methyl ester or 5-(2-amino-phenylsulfanyl)-2-propionylamino-benzoic acid methyl ester (EXAMPLE 17) with boronic acids according to EXAMPLE 6 or with aldehydes as described above. The reactants are CO, CC(C)(C)OC(=O)N1C(C=Cc2ccc(N3CCc4c(ccc(Cl)c4Cl)C3=O)cc2)COC1(C)C, [H][H]. Product: CC(C)(C)OC(=O)N1C(CCc2ccc(N3CCc4c(ccc(Cl)c4Cl)C3=O)cc2)COC1(C)C. As a reaction SMILES: [CH3:38][OH:39].[Cl:1][c:2]1[c:3]2[c:8]([cH:9][cH:10][c:11]1[Cl:12])[C:7](=[O:13])[N:6]([c:14]1[cH:15][cH:16][c:17]([CH:18]=[CH:19][CH:20]3[N:21]([C:27](=[O:28])[O:29][C:30]([CH3:31])([CH3:32])[CH3:33])[C:22]([CH3:25])([CH3:26])[O:23][CH2:24]3)[cH:34][cH:35]1)[CH2:5][CH2:4]2.[H:36][H:37]>>[Cl:1][c:2]1[c:3]2[c:8]([cH:9][cH:10][c:11]1[Cl:12])[C:7](=[O:13])[N:6]([c:14]1[cH:15][cH:16][c:17]([CH2:18][CH2:19][CH:20]3[N:21]([C:27](=[O:28])[O:29][C:30]([CH3:31])([CH3:32])[CH3:33])[C:22]([CH3:25])([CH3:26])[O:23][CH2:24]3)[cH:34][cH:35]1)[CH2:5][CH2:4]2. Procedure: To 22 ml of dry benzene there was added, under nitrogen atmosphere, 1.68 g (31.2 mMol) of sodium methoxide. There was then slowly added with stirring a solution of 6.06 g (30 mMol) of the 4-cyclohexyl acetophenone prepared in Step A above and 3.54 g (30 mMol) of freshly recrystallized dimethyl oxalate in 40 ml of benzene. The reaction mixture was cooled and soon after addition a yellow crystalline precipitate formed. The reaction mixture was allowed to warm to room temperature and stirred for an... Reaction SMILES: C[O-].[Na+].C1CCC([CH2:10][C:11]([C:13]2[CH:18]=[CH:17][CH:16]=[CH:15][CH:14]=2)=[O:12])CC1.[C:19]([O:25][CH3:26])(=[O:24])[C:20]([O:22]C)=O.Cl.[CH:28]1[CH:33]=[CH:32][CH:31]=[CH:30][CH:29]=1>O.CCOCC>[CH:28]1([C:16]2[CH:17]=[CH:18][C:13]([C:11](=[O:12])[CH2:10][C:20](=[O:22])[C:19]([O:25][CH3:26])=[O:24])=[CH:14][CH:15]=2)[CH2:33][CH2:32][CH2:31][CH2:30][CH2:29]1 |f:0.1|. The product is C1(CCCCC1)C1=CC=C(C=C1)C(CC(C(=O)OC)=O)=O (Methyl 4-(4-cyclohexylphenyl)-2,4-dioxo-1-butanoate). Run in O (water), CCOCC (ether). Reactants: Cl (hydrochloric acid), C[O-].[Na+] (sodium methoxide), C1=CC=CC=C1 (benzene), C1CCC(CC1)CC(=O)C1=CC=CC=C1 (4-Cyclohexyl acetophenone), C(C(=O)OC)(=O)OC (dimethyl oxalate), C1=CC=CC=C1 (benzene). Starting materials: BrCCCCCCCCCCBr, CCOC(=O)c1ccc(O)cc1, [H-], [Na+], CN(C)C=O. The product is CCOC(=O)c1ccc(OCCCCCCCCCCBr)cc1. RXN SMILES: [Br:15][CH2:16][CH2:17][CH2:18][CH2:19][CH2:20][CH2:21][CH2:22][CH2:23][CH2:24][CH2:25][Br:26].[CH2:3]([CH3:4])[O:5][C:6]([c:7]1[cH:8][cH:9][c:10]([OH:13])[cH:11][cH:12]1)=[O:14].[H-:1].[Na+:2].[O:27]=[CH:28][N:29]([CH3:30])[CH3:31]>>[CH2:3]([CH3:4])[O:5][C:6]([c:7]1[cH:8][cH:9][c:10]([O:13][CH2:25][CH2:24][CH2:23][CH2:22][CH2:21][CH2:20][CH2:19][CH2:18][CH2:17][CH2:16][Br:15])[cH:11][cH:12]1)=[O:14]. Starting materials: ClCCCC=O (4-chlorobutanal), Cl.N(N)C1=CC=C(C=C1)CC(=O)N (2-(4-hydrazinophenyl)acetamide hydrochloride). Run in C(C)(=O)O (acetic acid). Yields the product ClCCC1=CNC2=CC=C(C=C12)CC(=O)N (3-(2-chloroethyl)-1H-indole-5-acetamide). RXN SMILES: [Cl:1][CH2:2][CH2:3][CH2:4][CH:5]=O.Cl.[NH:8]([C:10]1[CH:15]=[CH:14][C:13]([CH2:16][C:17]([NH2:19])=[O:18])=[CH:12][CH:11]=1)N>C(O)(=O)C>[Cl:1][CH2:2][CH2:3][C:4]1[C:15]2[C:10](=[CH:11][CH:12]=[C:13]([CH2:16][C:17]([NH2:19])=[O:18])[CH:14]=2)[NH:8][CH:5]=1 |f:1.2|. Procedure details: A mixture of 4-chlorobutanal (1.8 g) and 2-(4-hydrazinophenyl)acetamide hydrochloride (3 g) in 50% aqueous acetic acid (200 ml) was heated at reflux for 45 min., then cooled and evaporated to give 3-(2-chloroethyl)-1H-indole-5-acetamide as a dark organe-brown foam. τ (DMSO) 6.3(2H); 6,8(2H); (CH2CH2Cl) The reactants are BrCCl (bromochloromethane), C([O-])([O-])=O.[Cs+].[Cs+] (cesium carbonate), OC1=C(C=C(C(=C1O)C)OCOCC)C(C(=O)OCC)O (ethyl 2-(2,3-dihydroxy-5-(ethoxymethoxy)-4-methylphenyl)-2-hydroxyacetate). The solvent is CN(C)C=O (DMF). The product is C(C)OCOC=1C=C(C2=C(OCO2)C1C)C(C(=O)OCC)O (ethyl 2-(6-(ethoxymethoxy)-7-methylbenzo[d][1,3]dioxol-4-yl)-2-hydroxyacetate). The yield is 43.5%. RXN SMILES: [OH:1][C:2]1[C:7]([OH:8])=[C:6]([CH3:9])[C:5]([O:10][CH2:11][O:12][CH2:13][CH3:14])=[CH:4][C:3]=1[CH:15]([OH:21])[C:16]([O:18][CH2:19][CH3:20])=[O:17].Br[CH2:23]Cl.C(=O)([O-])[O-].[Cs+].[Cs+]>CN(C=O)C>[CH2:13]([O:12][CH2:11][O:10][C:5]1[CH:4]=[C:3]([CH:15]([OH:21])[C:16]([O:18][CH2:19][CH3:20])=[O:17])[C:2]2[O:1][CH2:23][O:8][C:7]=2[C:6]=1[CH3:9])[CH3:14] |f:2.3.4|. Reported procedure: By following Example 9 procedure, 0.19 g of ethyl 2-(2,3-dihydroxy-5-(ethoxymethoxy)-4-methylphenyl)-2-hydroxyacetate is reacted with 1.0 g of bromochloromethane and 0.65 g of cesium carbonate in DMF medium to get 0.086 g of title compound as syrup. IR (neat): 3481, 2978, 2928, 1739, 1492, 1435, 1397, 1365, 1255, 1209, 1117, 1058, 984, 936, 847, and 718 cm−1. 1H-NMR (CDCl3, 400 MHz): δ 6.51 (s, 1H, Ar. H), 5.96 (d, J=1.2 Hz, 1H, OCH2O), 5.92 (d, J=1.2 Hz, 1H, OCH2O), 5.17 (br. s., exch. with D2O...